Dataset: the Open Reaction Database (ORD), a public repository of structured organic reaction records. Task: describe an organic reaction: reactants, conditions, products, and yield RXN SMILES: O[C:2]1([CH3:11])[CH:6]([CH2:7][CH:8]=[CH2:9])[C:5](=[O:10])[CH:4]=[CH:3]1.C(=O)([O-])[OH:13].[Na+]>>[CH2:7]([C:6]1[C:5](=[O:10])[CH2:4][CH:3]([OH:13])[C:2]=1[CH3:11])[CH:8]=[CH2:9] |f:1.2|. The product is C(C=C)C=1C(CC(C1C)O)=O (2-allyl-3-methyl-4-hydroxy-2-cyclopentenone). Procedure details: In 200 ml of a 5% aqueous sodium hydrogencarbonate solution, was dissolved 29 g of 4-hydroxy-4-methyl-5-allyl-2-cyclopentenone. The solution was heated with stirring under reflux for one hour. After having been allowed to cool, the reaction mixture was extracted three times with chloroform. The extract solution was dried over anhydrous magnesium sulfate and freed from the chloroform by distillation. The residue was distilled in vacuo to obtain 21.7 g (75% yield) of 2-allyl-3-methyl-4-hydroxy-2-c... Starting materials: OC1(C=CC(C1CC=C)=O)C (4-hydroxy-4-methyl-5-allyl-2-cyclopentenone), C(O)([O-])=O.[Na+] (sodium hydrogencarbonate). The yield is 75.0%. The reactants are C(C1=CC=CC=C1)C1=C(N(C2=CC=C(C=C12)C1=CC=C(C=C1)OC)C)C1=CC=CC=C1 (3-benzyl-5-(4-methoxy-phenyl)-1-methyl-2-phenyl-1H-indole), B(Br)(Br)Br (BBr3), solution. Yields the product C(C1=CC=CC=C1)C1=C(N(C2=CC=C(C=C12)C1=CC=C(C=C1)O)C)C1=CC=CC=C1 (4-(3-Benzyl-1-methyl-2-phenyl-1H-indol-5-yl)-phenol), product. The solvent is C(Cl)Cl (CH2Cl2). Procedure details: The desired product was prepared using a procedure similar to step 4 of example 3. Thus, 3-benzyl-5-(4-methoxy-phenyl)-1-methyl-2-phenyl-1H-indole (0.757 g, 1.876 mmol) was reacted with BBr3 (2.3 ml of a 1M solution in CH2Cl2) to give the product (0.371 g, 0.953 mmol, 51%) as a solid, mp 133-135° C. 1H NMR (DMSO-d6) δ 3.61 (s, 3H), 4.03 (s, 2H), 6.80 (d, J=8.6 Hz, 2H), 7.07-7.10 (m, 3H), 7.18 (t, J=7.9 Hz, 2H), 7.38-7.39 (m, 3H), 7.44-7.55 (m, 7H), 9.36 (s, 1H); IR (solid) 3290, 3020, 1605, 1520... Reaction SMILES: [CH2:1]([C:8]1[C:16]2[C:11](=[CH:12][CH:13]=[C:14]([C:17]3[CH:22]=[CH:21][C:20]([O:23]C)=[CH:19][CH:18]=3)[CH:15]=2)[N:10]([CH3:25])[C:9]=1[C:26]1[CH:31]=[CH:30][CH:29]=[CH:28][CH:27]=1)[C:2]1[CH:7]=[CH:6][CH:5]=[CH:4][CH:3]=1.B(Br)(Br)Br>C(Cl)Cl>[CH2:1]([C:8]1[C:16]2[C:11](=[CH:12][CH:13]=[C:14]([C:17]3[CH:22]=[CH:21][C:20]([OH:23])=[CH:19][CH:18]=3)[CH:15]=2)[N:10]([CH3:25])[C:9]=1[C:26]1[CH:31]=[CH:30][CH:29]=[CH:28][CH:27]=1)[C:2]1[CH:3]=[CH:4][CH:5]=[CH:6][CH:7]=1. Yield: 50.8%. The reactants are CC(C)(C)[Si](C)(C)OCCCCNCCOCc1ccccc1, ClCCCl, CCN(C(C)C)C(C)C, COc1c2c(c(C(=O)O)[nH]c1=O)CCN(Cc1ccc(F)c(Cl)c1)C2=O, CN(C)C=O, On1nnc2cccnc21. Yields the product COc1c2c(c(C(=O)N(CCCCO[Si](C)(C)C(C)(C)C)CCOCc3ccccc3)[nH]c1=O)CCN(Cc1ccc(F)c(Cl)c1)C2=O. Reaction SMILES: [CH2:27]([c:28]1[cH:29][cH:30][cH:31][cH:32][cH:33]1)[O:34][CH2:35][CH2:36][NH:37][CH2:38][CH2:39][CH2:40][CH2:41][O:42][Si:43]([CH3:44])([CH3:45])[C:46]([CH3:47])([CH3:48])[CH3:49].[CH2:50]([Cl:51])[CH2:52][Cl:53].[CH:64]([N:65]([CH:66]([CH3:67])[CH3:68])[CH2:69][CH3:70])([CH3:71])[CH3:72].[Cl:1][c:2]1[cH:3][c:4]([CH2:5][N:6]2[C:7](=[O:22])[c:8]3[c:9]([O:20][CH3:21])[c:10](=[O:19])[nH:11][c:12]([C:16](=[O:17])[OH:18])[c:13]3[CH2:14][CH2:15]2)[cH:23][cH:24][c:25]1[F:26].[O:73]=[CH:74][N:75]([CH3:76])[CH3:77].[OH:54][n:55]1[c:56]2[n:57][cH:58][cH:59][cH:60][c:61]2[n:62][n:63]1>>[Cl:1][c:2]1[cH:3][c:4]([CH2:5][N:6]2[C:7](=[O:22])[c:8]3[c:9]([O:20][CH3:21])[c:10](=[O:19])[nH:11][c:12]([C:16](=[O:18])[N:37]([CH2:36][CH2:35][O:34][CH2:27][c:28]4[cH:29][cH:30][cH:31][cH:32][cH:33]4)[CH2:38][CH2:39][CH2:40][CH2:41][O:42][Si:43]([CH3:44])([CH3:45])[C:46]([CH3:47])([CH3:48])[CH3:49])[c:13]3[CH2:14][CH2:15]2)[cH:23][cH:24][c:25]1[F:26]. The reactants are COC(=O)C(C#N)=CO, ClCCl, [Na], O. The product is COC(=O)C(C#N)=CCl. As a reaction SMILES: [CH3:2][O:3][C:4]([C:5]([C:6]#[N:7])=[CH:8][OH:9])=[O:10].[Cl:12][CH2:13][Cl:14].[Na:1].[OH2:11]>>[CH3:2][O:3][C:4]([C:5]([C:6]#[N:7])=[CH:8][Cl:12])=[O:10]. Reactants: product, C(C)(=O)OC(CCCN(C#N)CCCCCCC(=O)OCC)(CCCCC)C (ethyl 7-[N-(4-acetoxy-4-methylnonyl)-cyanamido]heptanoate), ClCCCC(CCCCC)OC(C)=O (1-chloro-4-acetoxynonane), ClCCCC(CCCCC)(C)OC(C)=O (1-chloro-4-acetoxy-4-methylnonane). Product: O[C@@H](C#CCN(C#N)CCCCCCC(=O)O)CCCCC (7-[N-(4-(R)-hydroxy-2-nonynyl)cyanamido]heptanoic acid), O[C@@H](C#CCN(C(=O)N)CCCCCCC(=O)O)CCCCC (7-[1-(4(R)-hydroxy-2-nonynyl)ureido]heptanoic acid). As a reaction SMILES: ClCCCC([O:11]C(=O)C)CCCCC.ClCCCC(OC(=O)C)(C)CCCCC.C([O:33][C:34](C)([CH2:52][CH2:53][CH2:54][CH2:55][CH3:56])[CH2:35][CH2:36][CH2:37][N:38]([CH2:41][CH2:42][CH2:43][CH2:44][CH2:45][CH2:46][C:47]([O:49]CC)=[O:48])[C:39]#[N:40])(=O)C>>[OH:33][C@H:34]([CH2:52][CH2:53][CH2:54][CH2:55][CH3:56])[C:35]#[C:36][CH2:37][N:38]([CH2:41][CH2:42][CH2:43][CH2:44][CH2:45][CH2:46][C:47]([OH:49])=[O:48])[C:39]#[N:40].[OH:33][C@H:34]([CH2:52][CH2:53][CH2:54][CH2:55][CH3:56])[C:35]#[C:36][CH2:37][N:38]([CH2:41][CH2:42][CH2:43][CH2:44][CH2:45][CH2:46][C:47]([OH:49])=[O:48])[C:39]([NH2:40])=[O:11]. Reported procedure: The synthesis of this compound is carried out as described in Example 1 except that, in Step A, the 1-chloro-4-acetoxynonane is replaced by an equimolar amount of 1-chloro-4-acetoxy-4-methylnonane (Example R). The product of Step A is thus ethyl 7-[N-(4-acetoxy-4-methylnonyl)-cyanamido]heptanoate. The subsequent steps yield 7-[N-(4-hydroxy-4-methylnonyl)cyanamido]heptanoic acid (B) and 7-[1-(4-hydroxy-4-methylnonyl)ureido]heptanoic acid (C). Product: CC1CCC(NC(=O)c2cnc3cc(C(F)(F)F)ccc3c2)CC1. The reactants are CC1CCC(NC(=O)c2cnc3cc(C(F)(F)F)ccc3c2Cl)CC1, ClCCl, C1CCOC1. RXN SMILES: [CH3:1][CH:2]1[CH2:3][CH2:4][CH:5]([NH:8][C:9](=[O:10])[c:11]2[cH:12][n:13][c:14]3[cH:15][c:16]([C:22]([F:23])([F:24])[F:25])[cH:17][cH:18][c:19]3[c:20]2[Cl:21])[CH2:6][CH2:7]1.[Cl:26][CH2:27][Cl:28].[O:29]1[CH2:30][CH2:31][CH2:32][CH2:33]1>>[CH3:1][CH:2]1[CH2:3][CH2:4][CH:5]([NH:8][C:9](=[O:10])[c:11]2[cH:12][n:13][c:14]3[cH:15][c:16]([C:22]([F:23])([F:24])[F:25])[cH:17][cH:18][c:19]3[cH:20]2)[CH2:6][CH2:7]1. The reactants are C1(CC1)C1=C(C(=NO1)C1C(C1)C1=CC=CC=C1)COC1CC2CCC(C1)N2C=2SC1=C(N2)C=CC(=C1)C(=O)OCC (ethyl 2-(3-((5-cyclopropyl-3-(2-phenylcyclopropyl)isoxazol-4-yl)methoxy)-8-azabicyclo[3.2.1]octan-8-yl)benzo[d]thiazole-6-carboxylate), CO (MeOH), O (H2O), solution, [Li+].[OH-] (LiOH). The solvent is C1CCOC1 (THF). Product: C1(CC1)C1=C(C(=NO1)C1C(C1)C1=CC=CC=C1)COC1CC2CCC(C1)N2C=2SC1=C(N2)C=CC(=C1)C(=O)O (2-(3-((5-cyclopropyl-3-(2-phenylcyclopropyl)isoxazol-4-yl)methoxy)-8-azabicyclo[3.2.1]octan-8-yl)benzo[d]thiazole-6 carboxylic acid), hydrochloride salt. RXN SMILES: [CH:1]1([C:4]2[O:8][N:7]=[C:6]([CH:9]3[CH2:11][CH:10]3[C:12]3[CH:17]=[CH:16][CH:15]=[CH:14][CH:13]=3)[C:5]=2[CH2:18][O:19][CH:20]2[CH2:26][CH:25]3[N:27]([C:28]4[S:29][C:30]5[CH:36]=[C:35]([C:37]([O:39]CC)=[O:38])[CH:34]=[CH:33][C:31]=5[N:32]=4)[CH:22]([CH2:23][CH2:24]3)[CH2:21]2)[CH2:3][CH2:2]1.CO.O.[Li+].[OH-]>C1COCC1>[CH:1]1([C:4]2[O:8][N:7]=[C:6]([CH:9]3[CH2:11][CH:10]3[C:12]3[CH:17]=[CH:16][CH:15]=[CH:14][CH:13]=3)[C:5]=2[CH2:18][O:19][CH:20]2[CH2:26][CH:25]3[N:27]([C:28]4[S:29][C:30]5[CH:36]=[C:35]([C:37]([OH:39])=[O:38])[CH:34]=[CH:33][C:31]=5[N:32]=4)[CH:22]([CH2:23][CH2:24]3)[CH2:21]2)[CH2:2][CH2:3]1 |f:3.4|. Procedure details: A suspension of ethyl 2-(3-((5-cyclopropyl-3-(2-phenylcyclopropyl)isoxazol-4-yl)methoxy)-8-azabicyclo[3.2.1]octan-8-yl)benzo[d]thiazole-6-carboxylate (0.03 g, 0.05 mmol) in THF:MeOH:H2O=3:2:1 solution (0.6 mL) was treated with 6N LiOH (0.05 mL) at rt for 14 h. The volatiles were removed in vacuo, the residue diluted with water (1 mL), and 6N HCl was added to adjust pH to 2. The solids were collected by filtration and dried under vacuum to afford 2-(3-((5-cyclopropyl-3-(2-phenylcyclopropyl)isoxaz...